This data is from the Open Reaction Database (ORD), a public repository of structured organic reaction records. The task is: describe an organic reaction: reactants, conditions, products, and yield Reactants: C(C)(C)NC(C)C (diisopropylamine), C(CCC)[Li] (n-butyllithium), CC(=CCBr)C (3,3-dimethylallyl bromide), C(C=C)N(CCCCCCOC1=CC2=C(C(=NS2)C)C=C1)C (allyl-methyl-[6-(3-methyl-benzo[d]isothiazol-6-yloxy)-hexyl]-amine), C(C)(C)[N-]C(C)C.[Li+] (lithium diisopropylamide). The solvent is C1CCOC1 (THF), CCOCC (ether), C(C)(=O)O (acetic acid), C1CCOC1 (THF). Run at temperature -78 celsius. The product is CC(=CCCC(CCNOC1=CC2=C(C=NS2)C=C1)CCC)C (3-(4-methyl-pent-3-enyl)-benzo[d]isothiazol-6-yloxyl-hexyl-amine). RXN SMILES: C(N(C)CCCCCC[O:11][C:12]1[CH:21]=[CH:20][C:15]2[C:16](C)=[N:17][S:18][C:14]=2[CH:13]=1)C=C.C([N-][CH:27]([CH3:29])[CH3:28])(C)C.[Li+].C([NH:34]C(C)C)(C)C.[CH2:38]([Li])[CH2:39][CH2:40][CH3:41].[CH3:43][C:44]([CH3:48])=[CH:45][CH2:46]Br>C1COCC1.CCOCC.C(O)(=O)C>[CH3:43][C:44]([CH3:48])=[CH:45][CH2:46][CH2:41][CH:40]([CH2:29][CH2:27][CH3:28])[CH2:39][CH2:38][NH:34][O:11][C:12]1[CH:21]=[CH:20][C:15]2[CH:16]=[N:17][S:18][C:14]=2[CH:13]=1 |f:1.2|. Reported procedure: 105 mg of allyl-methyl-[6-(3-methyl-benzo[d]isothiazol-6-yloxy)-hexyl]-amine (Ex. 2d) in 2 ml of THF are added dropwise over a period of 20 min. at -78° C. to a lithium diisopropylamide (LDA) solution previously prepared from 100 μl of diisopropylamine and 425 μl of n-butyllithium (1.6M in hexane) in 2 ml of THF. The mixture is stirred at -78° C., treated with 3,3-dimethylallyl bromide and thawed overnight. For the working-up, the mixture is again cooled to -78° C. and treated with 42 μl of acet... Yields the product Cn1nc(-c2ccc(OC(F)(F)F)cc2)cc1CCO. Starting materials: Cn1nc(-c2ccc(OC(F)(F)F)cc2)cc1CC(=O)O, C1CCOC1. RXN SMILES: [CH3:1][n:2]1[n:3][c:4](-[c:11]2[cH:12][cH:13][c:14]([O:17][C:18]([F:19])([F:20])[F:21])[cH:15][cH:16]2)[cH:5][c:6]1[CH2:7][C:8](=[O:9])[OH:10].[O:22]1[CH2:23][CH2:24][CH2:25][CH2:26]1>>[CH3:1][n:2]1[n:3][c:4](-[c:11]2[cH:12][cH:13][c:14]([O:17][C:18]([F:19])([F:20])[F:21])[cH:15][cH:16]2)[cH:5][c:6]1[CH2:7][CH2:8][OH:9].